This data is from the Open Reaction Database (ORD), a public repository of structured organic reaction records. The task is: describe an organic reaction: reactants, conditions, products, and yield Reactants: C(C)(C)(C)[SiH2]OC(C=1C=NC=CC1C=1C=C(C=O)C=CC1OC)(C)C (3-[3-(tert-Butyl-dimethyl-silanyloxymethyl)-pyridin-4-yl]-4-methoxy-benzaldehyde), C(C)O (ethanol), [BH4-].[Na+] (sodium borohydride). Solvent: C(C)(=O)OCC (ethyl acetate). Run at time 1 hour. Yields the product C(C)(C)(C)[SiH2]OC(C=1C=NC=CC1C=1C=C(C=CC1OC)CO)(C)C ({3-[3-(tert-butyl-dimethyl-silanyloxymethyl)-pyridin-4-yl]-4-methoxy-phenyl}-methanol). As a reaction SMILES: [C:1]([SiH2:5][O:6][C:7]([CH3:25])([CH3:24])[C:8]1[CH:9]=[N:10][CH:11]=[CH:12][C:13]=1[C:14]1[CH:15]=[C:16]([CH:19]=[CH:20][C:21]=1[O:22][CH3:23])[CH:17]=[O:18])([CH3:4])([CH3:3])[CH3:2].C(O)C.[BH4-].[Na+]>C(OCC)(=O)C>[C:1]([SiH2:5][O:6][C:7]([CH3:25])([CH3:24])[C:8]1[CH:9]=[N:10][CH:11]=[CH:12][C:13]=1[C:14]1[CH:15]=[C:16]([CH2:17][OH:18])[CH:19]=[CH:20][C:21]=1[O:22][CH3:23])([CH3:4])([CH3:2])[CH3:3] |f:2.3|. Reported procedure: 3-[3-(tert-Butyl-dimethyl-silanyloxymethyl)-pyridin-4-yl]-4-methoxy-benzaldehyde (160 mg) was dissolved into ethanol (3 mL) and treated with sodium borohydride (85 mg). The reaction mixture was stirred for 1 hour, diluted with ethyl acetate and washed with brine. The organic layer was dried over sodium sulfate, concentrated, and the residue purified by flash chromatography to yield {3-[3-(tert-butyl-dimethyl-silanyloxymethyl)-pyridin-4-yl]-4-methoxy-phenyl}-methanol as a colorless oil. Reactants: Cc1ccccc1, CCOC(C)=O, OB(O)C1CC1, COc1cccc(OC)c1-c1ccccc1P(C1CCCCC1)C1CCCCC1, COC(=O)c1sc2cc(F)ccc2c1Cl, [K+], [K+], [K+], CC(=O)[O-], CC(=O)[O-], O, O=P([O-])([O-])[O-], [Pd+2]. Product: COC(=O)c1sc2cc(F)ccc2c1C1CC1. RXN SMILES: [CH3:59][c:60]1[cH:61][cH:62][cH:63][cH:64][cH:65]1.[CH3:66][CH2:67][O:68][C:69]([CH3:70])=[O:71].[CH:16]1([B:19]([OH:20])[OH:21])[CH2:17][CH2:18]1.[CH:22]1([P:23]([CH:24]2[CH2:25][CH2:26][CH2:27][CH2:28][CH2:29]2)[c:30]2[cH:31][cH:32][cH:33][cH:34][c:35]2-[c:36]2[c:37]([O:38][CH3:39])[cH:40][cH:41][cH:42][c:43]2[O:44][CH3:45])[CH2:46][CH2:47][CH2:48][CH2:49][CH2:50]1.[Cl:1][c:2]1[c:3]2[c:4]([s:5][c:6]1[C:7](=[O:8])[O:9][CH3:10])[cH:11][c:12]([F:15])[cH:13][cH:14]2.[K+:56].[K+:57].[K+:58].[O-:74][C:75]([CH3:76])=[O:77].[O-:78][C:79]([CH3:80])=[O:81].[OH2:72].[P:51]([O-:52])([O-:53])([O-:54])=[O:55].[Pd+2:73]>>[c:2]1([CH:16]2[CH2:17][CH2:18]2)[c:3]2[c:4]([s:5][c:6]1[C:7](=[O:8])[O:9][CH3:10])[cH:11][c:12]([F:15])[cH:13][cH:14]2. Starting materials: O1[C@H](C1)CO[C@H](C)C1=C(C=CC=C1)C=CC(=O)OC (Methyl 3-[2-[(1R)-1-(((2R)-oxiranyl)methoxy)ethyl]phenyl]acrylate), rhodium alumina. The solvent is CO (methanol). The product is O1[C@H](C1)CO[C@H](C)C1=C(C=CC=C1)CCC(=O)OC (methyl 3-[2-[(1R)-1-(((2R)-oxiranyl)methoxy)ethyl]phenyl]propionate). Isolated yield 87.5%. RXN SMILES: [O:1]1[CH2:3][C@@H:2]1[CH2:4][O:5][C@@H:6]([C:8]1[CH:13]=[CH:12][CH:11]=[CH:10][C:9]=1[CH:14]=[CH:15][C:16]([O:18][CH3:19])=[O:17])[CH3:7]>CO>[O:1]1[CH2:3][C@@H:2]1[CH2:4][O:5][C@@H:6]([C:8]1[CH:13]=[CH:12][CH:11]=[CH:10][C:9]=1[CH2:14][CH2:15][C:16]([O:18][CH3:19])=[O:17])[CH3:7]. Procedure details: Methyl 3-[2-[(1R)-1-(((2R)-oxiranyl)methoxy)ethyl]phenyl]acrylate (330 mg) obtained in Step 2 was dissolved in methanol (10 ml), 5% rhodium-alumina (43 mg) was added, and the mixture was hydrogenated at atmospheric pressure overnight. The reaction mixture was filtered through Celite, and concentrated under reduced pressure. The obtained residue was purified by silica gel column chromatography (hexane:ethyl acetate=4:1) to give the title compound (291 mg).